The task is: describe an organic reaction: reactants, conditions, products, and yield. This data is from the Open Reaction Database (ORD), a public repository of structured organic reaction records. Product: ClC1=C(C(=NC(=N1)N1CCOCC1)NC1(CN(CC1)C(=O)OC(C)(C)C)C)CCO (tert-butyl 3-{[6-chloro-5-(2-hydroxyethyl)-2-(morpholin-4-yl)pyrimidin-4-yl]amino}-3-methylpyrrolidine-1-carboxylate). The reactants are ClC1=NC(=NC(=C1CCO)Cl)N1CCOCC1 (2-[4,6-dichloro-2-(morpholin-4-yl)pyrimidin-5-yl]ethanol), NC1(CN(CC1)C(=O)OC(C)(C)C)C (tert-butyl 3-amino-3-methylpyrrolidine-1-carboxylate), CCN(C(C)C)C(C)C (DIPEA). RXN SMILES: Cl[C:2]1[C:7]([CH2:8][CH2:9][OH:10])=[C:6]([Cl:11])[N:5]=[C:4]([N:12]2[CH2:17][CH2:16][O:15][CH2:14][CH2:13]2)[N:3]=1.[NH2:18][C:19]1([CH3:31])[CH2:23][CH2:22][N:21]([C:24]([O:26][C:27]([CH3:30])([CH3:29])[CH3:28])=[O:25])[CH2:20]1.CCN(C(C)C)C(C)C>CN1C(=O)CCC1.CCOC(C)=O>[Cl:11][C:6]1[N:5]=[C:4]([N:12]2[CH2:17][CH2:16][O:15][CH2:14][CH2:13]2)[N:3]=[C:2]([NH:18][C:19]2([CH3:31])[CH2:23][CH2:22][N:21]([C:24]([O:26][C:27]([CH3:30])([CH3:29])[CH3:28])=[O:25])[CH2:20]2)[C:7]=1[CH2:8][CH2:9][OH:10]. Run in CCOC(=O)C (EtOAc), CN1CCCC1=O (NMP). Run at temperature 130 celsius, time 30 hour. Procedure: To a solution of 2-[4,6-dichloro-2-(morpholin-4-yl)pyrimidin-5-yl]ethanol (Preparation 1)(3.47 g, 12.5 mmol) and tert-butyl 3-amino-3-methylpyrrolidine-1-carboxylate (racemic from a commercial source or Preparation 3 for a chirally pure enantiomer) (5.00 g, 24.97 mmol) in NMP (40 mL) was added DIPEA (8.07 g, 62.44 mmol) at 10° C. The resulting mixture was stirred at 130° C. for 30 h. The mixture was diluted with EtOAc (30 mL) and washed with brine (20 mL×3). The organic layer was dried over anhy... The yield is 80.0%. Yields the product CC1=NC=CC2=C(C=CC=C12)NC(=O)C1=CC=C(C=C1)C1=CC=CC=C1 (N-(1-Methylisoquinolin-5-yl)-1,1′-biphenyl-4-carboxamide). Procedure details: To a solution of 1-methyl-5-aminoisoquinoline (94 (75 mg, 0.47 mmol) in DCM (4 ml) was added 4-biphenylcarboxylic acid (141 mg, 0.71 mmol), 1-(3-dimethylaminopropyl)-3-ethyl-carbodiimide hydrochloride (135 mg, 0.71 mmol) and 4-dimethylaminopyridine (10 mg, 0.08 mmol) and the reaction stirred at 38° C. for 3 days. The mixture was diluted with DCM, washed with sat. aqueous sodium bicarbonate solution and water, dried over MgSO4 and concentrated in vacuo to give the crude product which was triturat... The reagents and catalysts are CN(C1=CC=NC=C1)C (4-dimethylaminopyridine). Starting materials: CC1=NC=CC2=C(C=CC=C12)N (1-methyl-5-aminoisoquinoline), 94, C1(=CC=C(C=C1)C(=O)O)C1=CC=CC=C1 (4-biphenylcarboxylic acid), Cl.CN(CCCN=C=NCC)C (1-(3-dimethylaminopropyl)-3-ethyl-carbodiimide hydrochloride). The solvent is C(Cl)Cl (DCM), C(Cl)Cl (DCM). As a reaction SMILES: [CH3:1][C:2]1[C:11]2[C:6](=[C:7]([NH2:12])[CH:8]=[CH:9][CH:10]=2)[CH:5]=[CH:4][N:3]=1.[C:13]1([C:22]2[CH:27]=[CH:26][CH:25]=[CH:24][CH:23]=2)[CH:18]=[CH:17][C:16]([C:19](O)=[O:20])=[CH:15][CH:14]=1.Cl.CN(C)CCCN=C=NCC>C(Cl)Cl.CN(C)C1C=CN=CC=1>[CH3:1][C:2]1[C:11]2[C:6](=[C:7]([NH:12][C:19]([C:16]3[CH:17]=[CH:18][C:13]([C:22]4[CH:23]=[CH:24][CH:25]=[CH:26][CH:27]=4)=[CH:14][CH:15]=3)=[O:20])[CH:8]=[CH:9][CH:10]=2)[CH:5]=[CH:4][N:3]=1 |f:2.3|. Run at temperature 38 celsius, time 3 day. The reactants are IC1=C2C(=NC=C1)N(N=C2C(F)(F)F)C2=C(C=C(C#N)C=C2)[N+](=O)[O-] (4-{4-iodo-3-(trifluoromethyl)-1H-pyrazolo[3,4-b]pyridin-1-yl}-3-nitrobenzonitrile), CO (MeOH), O (water), [Cl-].[NH4+] (ammonium chloride). The reagents and catalysts are [Fe] (iron). Run in C1CCOC1 (THF), C(C)(=O)OCC (ethyl acetate). Reaction conditions: temperature 80 celsius, time 2 hour. Yields the product NC=1C=C(C#N)C=CC1N1N=C(C=2C1=NC=CC2I)C(F)(F)F (3-Amino-4-{4-iodo-3-(trifluoromethyl)-1H-pyrazolo[3,4-b]pyridin-1-yl}benzonitrile). Isolated yield 95.8%. RXN SMILES: [I:1][C:2]1[CH:7]=[CH:6][N:5]=[C:4]2[N:8]([C:15]3[CH:22]=[CH:21][C:18]([C:19]#[N:20])=[CH:17][C:16]=3[N+:23]([O-])=O)[N:9]=[C:10]([C:11]([F:14])([F:13])[F:12])[C:3]=12.CO.O.[Cl-].[NH4+]>C1COCC1.C(OCC)(=O)C.[Fe]>[NH2:23][C:16]1[CH:17]=[C:18]([CH:21]=[CH:22][C:15]=1[N:8]1[C:4]2=[N:5][CH:6]=[CH:7][C:2]([I:1])=[C:3]2[C:10]([C:11]([F:14])([F:13])[F:12])=[N:9]1)[C:19]#[N:20] |f:3.4|. Procedure: Compound (153a) (5.00 g), cesium carbonate (6.72 g), and 4-chloro-3-nitrobenzonitrile (3.21 g) were suspended in acetonitrile (50 mL), followed by stirring at 70° C. for 4 hr. A saturated aqueous ammonium chloride solution was added to the reaction solution, and the precipitate was collected by filtration and dried under reduced pressure to obtain 4-{(4-iodo-3-(trifluoromethyl)-1H-pyrazolo[3,4-b]pyridin-1-yl}-3-nitrobenzonitrile (7.19 g, 98%). The obtained 4-{4-iodo-3-(trifluoromethyl)-1H-pyrazo... Starting materials: CN, COC(=O)c1cc(-c2c[nH]nc2-c2ccc(F)cc2)ccn1, O. Product: CNC(=O)c1cc(-c2c[nH]nc2-c2ccc(F)cc2)ccn1. Reaction SMILES: [CH3:23][NH2:24].[F:1][c:2]1[cH:3][cH:4][c:5](-[c:8]2[n:9][nH:10][cH:11][c:12]2-[c:13]2[cH:14][c:15]([C:19]([O:21][CH3:20])=[O:22])[n:16][cH:17][cH:18]2)[cH:6][cH:7]1.[OH2:25]>>[F:1][c:2]1[cH:3][cH:4][c:5](-[c:8]2[n:9][nH:10][cH:11][c:12]2-[c:13]2[cH:14][c:15]([C:19](=[O:21])[NH:24][CH3:23])[n:16][cH:17][cH:18]2)[cH:6][cH:7]1. Reactants: ClC1=C(OCC(=O)O)C=CC(=C1)Cl (2,4-dichlorophenoxy acetic acid). Run in O1CCCC1 (tetrahydrofuran), O1CCCC1 (tetrahydrofuran). Reaction conditions: time 22 hour. Product: ClC1=C(OCCO)C=CC(=C1)Cl (2-(2,4-Dichlorophenoxy)-1-ethanol). Yield: 99.6%. Reaction SMILES: [Cl:1][C:2]1[CH:12]=[C:11]([Cl:13])[CH:10]=[CH:9][C:3]=1[O:4][CH2:5][C:6](O)=[O:7]>O1CCCC1>[Cl:1][C:2]1[CH:12]=[C:11]([Cl:13])[CH:10]=[CH:9][C:3]=1[O:4][CH2:5][CH2:6][OH:7]. Procedure details: To a solution of 2,4-dichlorophenoxy acetic acid (15.0 g) in tetrahydrofuran (300 mL) was added dropwise 1.0M borane-tetrahydrofuran complex/tetrahydrofuran solution (96 mL) under ice-cooling over 1.5 hours. The reaction solution was stirred at room temperature for 22 hours. After the reaction solution was concentrated, the residue was diluted with saturated aqueous ammonium chloride solution and ethyl acetate. The organic layer was washed with saturated ammonium chloride, saturated aqueous sodi...